This data is from the Open Reaction Database (ORD), a public repository of structured organic reaction records. The task is: describe an organic reaction: reactants, conditions, products, and yield The reactants are Cl (HCl), CN1C(=CC2=CC=CC=C12)C=1C=C(C=NC1)NS(=O)(=O)CC (ethanesulfonic acid [5-(1-methyl-1H-indol-2-yl)-pyridin-3-yl]-amide), ClCCO[Si](C)(C)C (2-chloro-ethoxytrimethylsilane), [H-].[Na+] (sodium hydride). Run in CN(C)C=O (DMF). Reaction conditions: temperature 0 celsius, time 10 minute. Yields the product OCCN(S(=O)(=O)CC)C=1C=NC=C(C1)C=1N(C2=CC=CC=C2C1)C (ethanesulfonic acid (2-hydroxy-ethyl)-[5-(1-methyl-1H-indol-2-yl)-pyridin-3-yl]-amide). RXN SMILES: [CH3:1][N:2]1[C:10]2[C:5](=[CH:6][CH:7]=[CH:8][CH:9]=2)[CH:4]=[C:3]1[C:11]1[CH:12]=[C:13]([NH:17][S:18]([CH2:21][CH3:22])(=[O:20])=[O:19])[CH:14]=[N:15][CH:16]=1.[H-].[Na+].Cl[CH2:26][CH2:27][O:28][Si](C)(C)C.Cl>CN(C=O)C>[OH:28][CH2:27][CH2:26][N:17]([C:13]1[CH:14]=[N:15][CH:16]=[C:11]([C:3]2[N:2]([CH3:1])[C:10]3[C:5]([CH:4]=2)=[CH:6][CH:7]=[CH:8][CH:9]=3)[CH:12]=1)[S:18]([CH2:21][CH3:22])(=[O:20])=[O:19] |f:1.2|. Procedure: A flask is charged with ethanesulfonic acid [5-(1-methyl-1H-indol-2-yl)-pyridin-3-yl]-amide (example 226, 200 mg, 0.634 mmol) and DMF (3 mL). The reaction is cooled to 0° C. and sodium hydride (38.0 mg, 0.951 mmol) is added. The reaction is stirred at room temperature for 10 min, then 2-chloro-ethoxytrimethylsilane (0.154 mL, 0.951 mmol) is added. The reaction is stirred at 100° C. for 16 h then cooled to room temperature. Aqueous 1M HCl (1 mL) is added and stirring is continued for 30 min. The ...